This data is from the Open Reaction Database (ORD), a public repository of structured organic reaction records. The task is: describe an organic reaction: reactants, conditions, products, and yield Starting materials: O1CCN(CC1)C=1C=CC(=C(C=O)C1)[N+](=O)[O-] (5-morpholino-2-nitrobenzaldehyde), [BH4-].[Na+] (sodium borohydride). The solvent is O1CCCC1 (tetrahydrofuran), C(C)O (ethanol). Conditions: time 1 hour. Yields the product O1CCN(CC1)C=1C=CC(=C(C1)CO)[N+](=O)[O-] ((5-morpholino-2-nitrophenyl)methanol). Yield: 62.3%. RXN SMILES: [O:1]1[CH2:6][CH2:5][N:4]([C:7]2[CH:8]=[CH:9][C:10]([N+:15]([O-:17])=[O:16])=[C:11]([CH:14]=2)[CH:12]=[O:13])[CH2:3][CH2:2]1.[BH4-].[Na+]>O1CCCC1.C(O)C>[O:1]1[CH2:6][CH2:5][N:4]([C:7]2[CH:8]=[CH:9][C:10]([N+:15]([O-:17])=[O:16])=[C:11]([CH2:12][OH:13])[CH:14]=2)[CH2:3][CH2:2]1 |f:1.2|. Procedure: To a suspension of the crude 5-morpholino-2-nitrobenzaldehyde in a mixture of tetrahydrofuran and ethanol (100 mL/100 mL) was slowly added sodium borohydride (4.0 g). The mixture was stirred at room temperature for 1 hour, and then was partitioned between ether and saturated ammonium chloride. The aqueous phase was extracted with ether, and the organic phases were combined, washed by brine, dried over anhydrous sodium sulfate, evaporated and purified by silica gel chromatography to afford the pr... Reactants: methyl methyl 2-((S)-6-((R)-7-fluoro-4-(4,4,5,5-tetramethyl-1,3,2-dioxaborolan-2-yl)-2,3-dihydro-1H-inden-1-yloxy)-2,3-dihydrobenzofuran-3-yl)acetate, BrC1=C(C=C(OCC2(CCOCC2)O)C=C1C)C (4-((4-bromo-3,5-dimethylphenoxy)methyl)tetrahydro-2H-pyran-4-ol), BrC1=C2CC[C@H](C2=C(C=C1)F)OC1=CC2=C([C@@H](CO2)CC(=O)OC)C=C1 (Methyl 2-((S)-6-((R)-4-bromo-7-fluoro-2,3-dihydro-1H-inden-1-yloxy)-2,3-dihydrobenzofuran-3-yl)acetate). The product is FC=1C=CC(=C2CC[C@H](C12)OC1=CC2=C([C@@H](CO2)CC(=O)OC)C=C1)C1=C(C=C(C=C1C)OCC1(CCOCC1)O)C (Methyl 2-((S)-6-((R)-7-fluoro-4-(4-((4-hydroxytetrahydro-2H-pyran-4-yl)methoxy)-2,6-dimethylphenyl)-2,3-dihydro-1H-inden-1-yloxy)-2,3-dihydrobenzofuran-3-yl)acetate). As a reaction SMILES: Br[C:2]1[C:16]([CH3:17])=[CH:15][C:5]([O:6][CH2:7][C:8]2([OH:14])[CH2:13][CH2:12][O:11][CH2:10][CH2:9]2)=[CH:4][C:3]=1[CH3:18].Br[C:20]1[CH:28]=[CH:27][C:26]([F:29])=[C:25]2[C:21]=1[CH2:22][CH2:23][C@H:24]2[O:30][C:31]1[CH:44]=[CH:43][C:34]2[C@H:35]([CH2:38][C:39]([O:41][CH3:42])=[O:40])[CH2:36][O:37][C:33]=2[CH:32]=1>>[F:29][C:26]1[CH:27]=[CH:28][C:20]([C:2]2[C:16]([CH3:17])=[CH:15][C:5]([O:6][CH2:7][C:8]3([OH:14])[CH2:13][CH2:12][O:11][CH2:10][CH2:9]3)=[CH:4][C:3]=2[CH3:18])=[C:21]2[C:25]=1[C@H:24]([O:30][C:31]1[CH:44]=[CH:43][C:34]3[C@H:35]([CH2:38][C:39]([O:41][CH3:42])=[O:40])[CH2:36][O:37][C:33]=3[CH:32]=1)[CH2:23][CH2:22]2. Procedure: The title compound is prepared from methyl methyl 2-((S)-6-((R)-7-fluoro-4-(4,4,5,5-tetramethyl-1,3,2-dioxaborolan-2-yl)-2,3-dihydro-1H-inden-1-yloxy)-2,3-dihydrobenzofuran-3-yl)acetate and 4-((4-bromo-3,5-dimethylphenoxy)methyl)tetrahydro-2H-pyran-4-ol following a procedure analogous to that described in Step 5 of Intermediate 1. The product is purified by HPLC on reversed phase. LC (method 7): tR=1.17 min; Mass spectrum (ESI+): m/z=577 [M+H]+. Solvent: C(C)(=O)OCC (ethyl acetate), C1CCOC1 (THF). The reactants are O (Water), SC1=CC=C(C=C1)NC(=O)C1CC1 (N-(4-mercaptophenyl)cyclopropane carboxamide), [H-].[Na+] (sodium hydride), ClC1=NC(=CN=C1)Cl (2,6-dichloropyrazine). Run at time 30 minute. Reaction SMILES: [SH:1][C:2]1[CH:7]=[CH:6][C:5]([NH:8][C:9]([CH:11]2[CH2:13][CH2:12]2)=[O:10])=[CH:4][CH:3]=1.[H-].[Na+].[Cl:16][C:17]1[CH:22]=[N:21][CH:20]=[C:19](Cl)[N:18]=1.O>C1COCC1.C(OCC)(=O)C>[Cl:16][C:17]1[N:18]=[C:19]([S:1][C:2]2[CH:3]=[CH:4][C:5]([NH:8][C:9]([CH:11]3[CH2:12][CH2:13]3)=[O:10])=[CH:6][CH:7]=2)[CH:20]=[N:21][CH:22]=1 |f:1.2|. Product: ClC1=CN=CC(=N1)SC1=CC=C(C=C1)NC(=O)C1CC1 (N-(4-(6-chloropyrazin-2-ylthio)phenyl)cyclopropanecarboxamide). Reported procedure: To a solution of N-(4-mercaptophenyl)cyclopropane carboxamide (16.1 mmol) in THF (25 mL) at 0° C. was added sodium hydride (16.1 mmol) portionwise. Once the addition was complete the resulting solution was stirred at room temperature for 30 min. After this time, the reaction mixture was cooled to 0° C. and a solution of 2,6-dichloropyrazine (13.4 mmol) was added and the resulting mixture stirred at room temperature for 16 h. Water (30 mL) and ethyl acetate (30 mL) were added and the layers separ... Yield: 72.0%. Starting materials: Cc1ccccc1, Cc1ccc([N+](=O)[O-])c(N)c1C, S=C(Cl)Cl. Product: Cc1ccc([N+](=O)[O-])c(N=C=S)c1C. RXN SMILES: [CH3:17][c:18]1[cH:19][cH:20][cH:21][cH:22][cH:23]1.[CH3:1][c:2]1[c:3]([NH2:4])[c:5]([N+:10](=[O:11])[O-:12])[cH:6][cH:7][c:8]1[CH3:9].[Cl:13][C:14]([Cl:15])=[S:16]>>[CH3:1][c:2]1[c:3]([N:4]=[C:14]=[S:16])[c:5]([N+:10](=[O:11])[O-:12])[cH:6][cH:7][c:8]1[CH3:9]. Starting materials: BrC=1C=C(C=CC1O)CCC(=O)OC (methyl 3-(3-bromo-4-hydroxyphenyl)propanoate), C(=O)([O-])[O-].[Cs+].[Cs+] (Cs2CO3), C(C)B(CC)CC (triethylborane). The reagents and catalysts are C1=CC=C(C=C1)P([C-]2C=CC=C2)C3=CC=CC=C3.C1=CC=C(C=C1)P([C-]2C=CC=C2)C3=CC=CC=C3.Cl[Pd]Cl.[Fe+2] (Pd(dppf)Cl2). Solvent: O1CCCC1 (tetrahydrofuran). Conditions: temperature 65 celsius, time 8 hour. The product is C(C)C=1C=C(C=CC1O)CCC(=O)OC (Methyl 3-(3-ethyl-4-hydroxyphenyl)propanoate). As a reaction SMILES: Br[C:2]1[CH:3]=[C:4]([CH2:9][CH2:10][C:11]([O:13][CH3:14])=[O:12])[CH:5]=[CH:6][C:7]=1[OH:8].C([O-])([O-])=O.[Cs+].[Cs+].[CH2:21](B(CC)CC)[CH3:22]>C1C=CC(P(C2C=CC=CC=2)[C-]2C=CC=C2)=CC=1.C1C=CC(P(C2C=CC=CC=2)[C-]2C=CC=C2)=CC=1.Cl[Pd]Cl.[Fe+2].O1CCCC1>[CH2:21]([C:2]1[CH:3]=[C:4]([CH2:9][CH2:10][C:11]([O:13][CH3:14])=[O:12])[CH:5]=[CH:6][C:7]=1[OH:8])[CH3:22] |f:1.2.3,5.6.7.8|. Procedure: Into a 50-mL round-bottom flask purged and maintained with an inert atmosphere of nitrogen, was placed methyl 3-(3-bromo-4-hydroxyphenyl)propanoate (220 mg, 0.85 mmol, 1.00 equiv), Pd(dppf)Cl2 (25.76 mg, 0.04 mmol, 0.04 equiv), Cs2CO3 (616.4 mg), tetrahydrofuran (5 mL), triethylborane (1.26 mL). The resulting solution was stirred overnight at 65° C. in an oil bath. The reaction was then quenched by the addition of 5 mL of water. The resulting mixture was concentrated under vacuum. The resulting ...